From a dataset of the Open Reaction Database (ORD), a public repository of structured organic reaction records. describe an organic reaction: reactants, conditions, products, and yield Reactants: C[SiH](C)OC(CC(OC(=S)Oc1ccccc1)c1ccn(C2=CC(C)(C)Oc3ccc(C#N)cc32)c(=O)c1)C(C)(C)C, CCCC[SnH](CCCC)CCCC, Cc1ccccc1, CC(C)(C#N)N=NC(C)(C)C#N. Yields the product C[SiH](C)OC(CCc1ccn(C2=CC(C)(C)Oc3ccc(C#N)cc32)c(=O)c1)C(C)(C)C. As a reaction SMILES: [C:1](#[N:2])[c:3]1[cH:4][c:5]2[c:6]([cH:41][cH:42]1)[O:7][C:8]([CH3:39])([CH3:40])[CH:9]=[C:10]2[n:11]1[c:12](=[O:38])[cH:13][c:14]([CH:17]([CH2:18][CH:19]([C:20]([CH3:21])([CH3:22])[CH3:23])[O:24][SiH:25]([CH3:26])[CH3:27])[O:28][C:29]([O:30][c:31]2[cH:32][cH:33][cH:34][cH:35][cH:36]2)=[S:37])[cH:15][cH:16]1.[CH2:55]([SnH:56]([CH2:57][CH2:58][CH2:59][CH3:60])[CH2:61][CH2:62][CH2:63][CH3:64])[CH2:65][CH2:66][CH3:67].[CH3:68][c:69]1[cH:70][cH:71][cH:72][cH:73][cH:74]1.[N:43]([C:44]([CH3:45])([CH3:46])[C:47]#[N:48])=[N:49][C:50]([CH3:51])([CH3:52])[C:53]#[N:54]>>[C:1](#[N:2])[c:3]1[cH:4][c:5]2[c:6]([cH:41][cH:42]1)[O:7][C:8]([CH3:39])([CH3:40])[CH:9]=[C:10]2[n:11]1[c:12](=[O:38])[cH:13][c:14]([CH2:17][CH2:18][CH:19]([C:20]([CH3:21])([CH3:22])[CH3:23])[O:24][SiH:25]([CH3:26])[CH3:27])[cH:15][cH:16]1. Starting materials: Cc1oc(-c2ccccc2)nc1COc1ccc(CON)cc1, CC(=O)O, CC(=O)[O-], CCO, [Na+], O, CCOC(=O)CCC(=O)c1ccco1. Yields the product CCOC(=O)CCC(=NOCc1ccc(OCc2nc(-c3ccccc3)oc2C)cc1)c1ccco1. Reaction SMILES: [CH3:1][c:2]1[c:3]([CH2:13][O:14][c:15]2[cH:16][cH:17][c:18]([CH2:19][O:20][NH2:21])[cH:22][cH:23]2)[n:4][c:5](-[c:7]2[cH:8][cH:9][cH:10][cH:11][cH:12]2)[o:6]1.[CH3:38][C:39](=[O:40])[OH:41].[CH3:43][C:44](=[O:45])[O-:46].[CH3:48][CH2:49][OH:50].[Na+:42].[OH2:47].[o:24]1[c:25]([C:29]([CH2:30][CH2:31][C:32](=[O:33])[O:34][CH2:35][CH3:36])=[O:37])[cH:26][cH:27][cH:28]1>>[CH3:1][c:2]1[c:3]([CH2:13][O:14][c:15]2[cH:16][cH:17][c:18]([CH2:19][O:20][N:21]=[C:29]([c:25]3[o:24][cH:28][cH:27][cH:26]3)[CH2:30][CH2:31][C:32](=[O:33])[O:34][CH2:35][CH3:36])[cH:22][cH:23]2)[n:4][c:5](-[c:7]2[cH:8][cH:9][cH:10][cH:11][cH:12]2)[o:6]1. Reactants: C1CCNC1, CCN(CC)Cc1ccc(C(=O)Nc2cc(NC(=O)c3cc(F)cc(F)c3)ccc2C)cc1. Product: CCN(CC)Cc1ccc(C(=O)Nc2cc(NC(=O)c3cc(F)cc(N4CCCC4)c3)ccc2C)cc1. As a reaction SMILES: [CH2:34]1[CH2:35][CH2:36][NH:37][CH2:38]1.[F:1][c:2]1[cH:3][c:4]([C:5](=[O:6])[NH:7][c:8]2[cH:9][cH:10][c:11]([CH3:29])[c:12]([NH:14][C:15]([c:16]3[cH:17][cH:18][c:19]([CH2:22][N:23]([CH2:24][CH3:25])[CH2:26][CH3:27])[cH:20][cH:21]3)=[O:28])[cH:13]2)[cH:30][c:31]([F:33])[cH:32]1>>[F:1][c:2]1[cH:3][c:4]([C:5](=[O:6])[NH:7][c:8]2[cH:9][cH:10][c:11]([CH3:29])[c:12]([NH:14][C:15]([c:16]3[cH:17][cH:18][c:19]([CH2:22][N:23]([CH2:24][CH3:25])[CH2:26][CH3:27])[cH:20][cH:21]3)=[O:28])[cH:13]2)[cH:30][c:31]([N:37]2[CH2:36][CH2:35][CH2:34][CH2:38]2)[cH:32]1. Starting materials: CN1C(=NC=C1C1=CC(=C(C=C1)NC=O)OC)C (N-(4-(1,2-dimethyl-1H-imidazol-5-yl)-2-methoxyphenyl)formamide), CS(=O)(=O)C=1N=CC2=C(N1)C(=NC=C2)NCC(C)(C)C (2-(methylsulfonyl)-N-neopentylpyrido[3,4-d]pyrimidin-8-amine). Product: CN1C(=NC=C1C1=CC(=C(C=C1)NC=1N=CC2=C(N1)C(=NC=C2)NCC(C)(C)C)OC)C (N2-(4-(1,2-dimethyl-1H-imidazol-5-yl)-2-methoxyphenyl)-N8-neopentylpyrido[3,4-d]pyrimidine-2,8-diamine). Isolated yield 21.0%. RXN SMILES: [CH3:1][N:2]1[C:6]([C:7]2[CH:12]=[CH:11][C:10]([NH:13][CH:14]=O)=[C:9]([O:16][CH3:17])[CH:8]=2)=[CH:5][N:4]=[C:3]1[CH3:18].CS(C1[N:24]=[CH:25][C:26]2[CH:32]=[CH:31][N:30]=[C:29]([NH:33][CH2:34][C:35]([CH3:38])([CH3:37])[CH3:36])[C:27]=2[N:28]=1)(=O)=O>>[CH3:1][N:2]1[C:6]([C:7]2[CH:12]=[CH:11][C:10]([NH:13][C:14]3[N:24]=[CH:25][C:26]4[CH:32]=[CH:31][N:30]=[C:29]([NH:33][CH2:34][C:35]([CH3:38])([CH3:37])[CH3:36])[C:27]=4[N:28]=3)=[C:9]([O:16][CH3:17])[CH:8]=2)=[CH:5][N:4]=[C:3]1[CH3:18]. Procedure details: The title compound was prepared according to Example 40 using N-(4-(1,2-dimethyl-1H-imidazol-5-yl)-2-methoxyphenyl)formamide (Preparation 55) and 2-(methylsulfonyl)-N-neopentylpyrido[3,4-d]pyrimidin-8-amine (Preparation 47). The residue was purified by silica gel column chromatography eluting with 0-10% MeOH in EtOAc. The residue was purified by passage through a SCX-2 cartridge eluting with 100% MeOH-1M NH3 in MeOH. The residue was diluted with DCM (30 mL) and washed with 0.1M HCl (30 mL), drie... The product is [Si](C)(C)(C(C)(C)C)OC1CC(=C(C(C1)(C)C)C=CC(C)=O)C (4-[4-(t-butyldimethylsilyl)oxy-2,6,6-trimethylcyclohex-1-enyl]-but-3-en-2-one). Reported procedure: To 30 ml of an anhydrous dimethylformamide (hereinafter "DMF") solution containing 588 mg of imidazole and 1.2 g of 4-(4-hydroxy-2,6,6-trimethylcyclohex-1-enyl)but-3-en-2-one was added dropwise 15 ml of an anhydrous DMF solution containing 1.3 g of t-butyldimethylchlorosilane at room temperature in a nitrogen atmosphere. After the dropwise addition, the mixture was stirred under the same conditions for 15 hours. Diethyl ether was added to the reaction mixture, and the mixture was washed several ... The solvent is C(C)OCC (Diethyl ether). Yield: 80.7%. As a reaction SMILES: CN(C)C=O.N1C=CN=C1.[OH:11][CH:12]1[CH2:17][C:16]([CH3:19])([CH3:18])[C:15]([CH:20]=[CH:21][C:22](=[O:24])[CH3:23])=[C:14]([CH3:25])[CH2:13]1.[C:26]([Si:30]([CH3:33])([CH3:32])Cl)([CH3:29])([CH3:28])[CH3:27]>C(OCC)C>[Si:30]([O:11][CH:12]1[CH2:17][C:16]([CH3:18])([CH3:19])[C:15]([CH:20]=[CH:21][C:22](=[O:24])[CH3:23])=[C:14]([CH3:25])[CH2:13]1)([C:26]([CH3:29])([CH3:28])[CH3:27])([CH3:33])[CH3:32]. Reactants: CN(C=O)C (dimethylformamide), N1C=NC=C1 (imidazole), OC1CC(=C(C(C1)(C)C)C=CC(C)=O)C (4-(4-hydroxy-2,6,6-trimethylcyclohex-1-enyl)but-3-en-2-one), CN(C)C=O (DMF), C(C)(C)(C)[Si](Cl)(C)C (t-butyldimethylchlorosilane). Conditions: time 15 hour. The reactants are O=C([O-])[O-], CN(C)C=O, CI, [K+], [K+], O, O=C(O)c1ccc2c(c1)Sc1ccc(O)cc1C=C2. Product: COc1ccc2c(c1)C=Cc1ccc(C(=O)O)cc1S2. Reaction SMILES: [C:25](=[O:26])([O-:27])[O-:28].[CH3:20][N:21]([CH3:22])[CH:23]=[O:24].[CH3:31][I:32].[K+:29].[K+:30].[OH2:33].[OH:1][c:2]1[cH:3][cH:4][c:5]2[c:6]([cH:19]1)[CH:7]=[CH:8][c:9]1[c:10]([cH:12][c:13]([C:16](=[O:17])[OH:18])[cH:14][cH:15]1)[S:11]2>>[O:1]([c:2]1[cH:3][cH:4][c:5]2[c:6]([cH:19]1)[CH:7]=[CH:8][c:9]1[c:10]([cH:12][c:13]([C:16](=[O:17])[OH:18])[cH:14][cH:15]1)[S:11]2)[CH3:20]. Starting materials: ClCCCCCCO (6-Chlorohexanol), C([O-])([O-])=O.[K+].[K+] (potassium carbonate), [I-].[K+] (potassium iodide), OC1=CC=C(C=O)C=C1 (4-Hydroxybenzaldehyde). Run in CN1CCCC1=O (NMP), O (Water). Run at time 24 hour. The product is OCCCCCCOC1=CC=C(C=O)C=C1 (4-(6-Hydroxy-hexyloxy)-benzaldehyde). The yield is 51.6%. RXN SMILES: [OH:1][C:2]1[CH:9]=[CH:8][C:5]([CH:6]=[O:7])=[CH:4][CH:3]=1.Cl[CH2:11][CH2:12][CH2:13][CH2:14][CH2:15][CH2:16][OH:17].C(=O)([O-])[O-].[K+].[K+].[I-].[K+]>CN1C(=O)CCC1.O>[OH:17][CH2:16][CH2:15][CH2:14][CH2:13][CH2:12][CH2:11][O:1][C:2]1[CH:9]=[CH:8][C:5]([CH:6]=[O:7])=[CH:4][CH:3]=1 |f:2.3.4,5.6|. Procedure details: 4-Hydroxybenzaldehyde (15 g, 122 mmol) was dissolved in 150 ml of NMP. 6-Chlorohexanol (20.16 g 146 mmol), anhydrous potassium carbonate (20.36 g, 146 mmol) and a catalytic amount of potassium iodide were added. The batch was stirred at 90 C for 24 hours. Water was added to the cooled solution, which was subsequently extracted with 3×100 mls of ethyl acetate. The combined organics were washed with 5% KOH (2×100 mls), brine solution and then dried over magnesium sulfate. The concentrated product ... The reactants are CN1C(=O)C(=O)C2=CC=CC=C12 (N-methyl isatin), [N+](=O)([O-])C (nitromethane). Solvent: O (water). Run at temperature 30 celsius, time 24 hour. The product is OC1(C(N(C2=CC=CC=C12)C)=O)C[N+](=O)[O-] (3-hydroxy-1-methyl-3-(nitromethyl)indolin-2-one). Reaction SMILES: [CH3:1][N:2]1[C:12]2[C:7](=[CH:8][CH:9]=[CH:10][CH:11]=2)[C:5](=[O:6])[C:3]1=[O:4].[N+:13]([CH3:16])([O-:15])=[O:14]>O>[OH:6][C:5]1([CH2:16][N+:13]([O-:15])=[O:14])[C:7]2[C:12](=[CH:11][CH:10]=[CH:9][CH:8]=2)[N:2]([CH3:1])[C:3]1=[O:4]. Procedure: N-methyl isatin (0.08 g) and nitromethane (0.15 ml) were added to water and the reaction mixture was vigorously stirred at a temperature of 30° C. for 24 hours. The obtained product was extracted with ethyl acetate and purified by silica gel column chromatography using ethyl acetate/hexane as eluents to afford pure product.